Dataset: the Open Reaction Database (ORD), a public repository of structured organic reaction records. Task: describe an organic reaction: reactants, conditions, products, and yield Reaction SMILES: [Br:1][CH2:2][CH:3]([CH2:4][O:5][c:6]1[s:7][c:8]([C:11]([N:12]([CH3:13])[CH3:14])=[O:15])[cH:9][n:10]1)[OH:16].[C:17]1(=[O:27])[c:18]2[c:19]([cH:23][cH:24][cH:25][cH:26]2)[C:20](=[O:22])[NH:21]1.[CH3:29][N:30]([CH3:31])[CH:32]=[O:33].[K:28]>>[CH2:2]([CH:3]([CH2:4][O:5][c:6]1[s:7][c:8]([C:11]([N:12]([CH3:13])[CH3:14])=[O:15])[cH:9][n:10]1)[OH:16])[N:21]1[C:17](=[O:27])[c:18]2[c:19]([cH:23][cH:24][cH:25][cH:26]2)[C:20]1=[O:22]. Reactants: CN(C)C(=O)c1cnc(OCC(O)CBr)s1, O=C1NC(=O)c2ccccc21, CN(C)C=O, [K]. Product: CN(C)C(=O)c1cnc(OCC(O)CN2C(=O)c3ccccc3C2=O)s1. The reactants are [OH-].[Li+] (Lithium hydroxide), C(C)O (ethanol), [N+](=O)([O-])C=1N=C(NC1)C(=O)C(C(=O)OCC)C1=CC=CC=C1 (ethyl 2-(4-nitroimidazoyl)-2-phenylacetate), O (water). Run at temperature 12 celsius, time 4 hour. Product: [N+](=O)([O-])C=1N=C(NC1)C(C(=O)O)C1=CC=CC=C1 (2-(4-Nitroimidazolyl)-2-phenylacetic acid). Yield: 96.0%. As a reaction SMILES: [OH-:1].[Li+].[N+:3]([C:6]1[N:7]=[C:8]([C:11]([CH:13]([C:19]2[CH:24]=[CH:23][CH:22]=[CH:21]C=2)C(OCC)=O)=O)[NH:9][CH:10]=1)([O-:5])=[O:4].O.[CH2:26]([OH:28])C>>[N+:3]([C:6]1[N:7]=[C:8]([CH:11]([C:13]2[CH:19]=[CH:24][CH:23]=[CH:22][CH:21]=2)[C:26]([OH:28])=[O:1])[NH:9][CH:10]=1)([O-:5])=[O:4] |f:0.1|. Procedure: Lithium hydroxide (18.1 g, 750 mm, 2 eq) was added to a stirred slurry of ethyl 2-(4-nitroimidazoyl)-2-phenylacetate (Preparation 11 from Examples Part 1) (104 g, 379 mm) in 250 mL of ethanol. Deionized water was added to the resulting mixture and the stirring was continued for 4 hours. The ethanol was removed under vacuum and the resulting aqueous solution was washed with 100 mL of diethyl ether. The aqueous layer was diluted with 100 mL of deionized water and the pH was adjusted to 1.8 with co... Reactants: C(C)C1C(CCC(C(OC(C2CCCCN2C(C(C2(C(CC(C(C(CC(CC(=C1)C)C)OC)O2)OC)C)O)=O)=O)=O)C(=CC2CC(C(CC2)O)O)C)C)=O (17-ethyl-1-hydroxy-12-[2'-(3",4"-dihydroxycyclohexyl)-1'-methylvinyl]-23,25-dimethoxy-13,19,21,27-tetramethyl-11,28-dioxa-4-azatricyclo[22.3.1.04,9 ]octacos-18-ene-2,3,10,16-tetraone), ClC(C(OC(=C)CC)=N)(Cl)Cl (sec-butenyl trichloroacetimidate), FC(S(=O)(=O)O)(F)F (Trifluoromethanesulfonic acid). Yields the product C(C)C1C(CCC(C(OC(C2CCCCN2C(C(C2(C(CC(C(C(CC(CC(=C1)C)C)OC)O2)OC)C)O)=O)=O)=O)C(=CC2CC(C(CC2)O)OC(=C)CC)C)C)=O (17-Ethyl-1-hydroxy-12-[2'-(3"-sec-butenyloxy-4"-hydroxycyclohexyl)-1'-methylvinyl]-23,25-dimethoxy-13,19,21,27-tetramethyl-11,28-dioxa-4-azatricyclo[22.3.1.04,9 ]octacos-18-ene-2,3,10,16-tetraone). As a reaction SMILES: [CH2:1]([CH:3]1[CH:29]=[C:28]([CH3:30])[CH2:27][CH:26]([CH3:31])[CH2:25][CH:24]([O:32][CH3:33])[CH:23]2[O:34][C:19]([OH:38])([CH:20]([CH3:37])[CH2:21][CH:22]2[O:35][CH3:36])[C:18](=[O:39])[C:17](=[O:40])[N:16]2[CH:11]([CH2:12][CH2:13][CH2:14][CH2:15]2)[C:10](=[O:41])[O:9][CH:8]([C:42]([CH3:52])=[CH:43][CH:44]2[CH2:49][CH2:48][CH:47]([OH:50])[CH:46]([OH:51])[CH2:45]2)[CH:7]([CH3:53])[CH2:6][CH2:5][C:4]1=[O:54])[CH3:2].ClC(Cl)(Cl)C(=N)O[C:59]([CH2:61][CH3:62])=[CH2:60].FC(F)(F)S(O)(=O)=O>>[CH2:1]([CH:3]1[CH:29]=[C:28]([CH3:30])[CH2:27][CH:26]([CH3:31])[CH2:25][CH:24]([O:32][CH3:33])[CH:23]2[O:34][C:19]([OH:38])([CH:20]([CH3:37])[CH2:21][CH:22]2[O:35][CH3:36])[C:18](=[O:39])[C:17](=[O:40])[N:16]2[CH:11]([CH2:12][CH2:13][CH2:14][CH2:15]2)[C:10](=[O:41])[O:9][CH:8]([C:42]([CH3:52])=[CH:43][CH:44]2[CH2:49][CH2:48][CH:47]([OH:50])[CH:46]([O:51][C:59]([CH2:61][CH3:62])=[CH2:60])[CH2:45]2)[CH:7]([CH3:53])[CH2:6][CH2:5][C:4]1=[O:54])[CH3:2]. Procedure details: To a solution of 17-ethyl-1-hydroxy-12-[2'-(3",4"-dihydroxycyclohexyl)-1'-methylvinyl]-23,25-dimethoxy-13,19,21,27-tetramethyl-11,28-dioxa-4-azatricyclo[22.3.1.04,9 ]octacos-18-ene-2,3,10,16-tetraone (150 mg in 3 ml 33% methylene chloride in cyclohexane), sec-butenyl trichloroacetimidate (62 μl neat) is added and the reagents allowed to mix for 5 minutes. Trifluoromethanesulfonic acid (2 μl neat) is then added slowly via syringe and the mixture stirred at room temperature. After 15 minutes the r...